This data is from the Open Reaction Database (ORD), a public repository of structured organic reaction records. The task is: describe an organic reaction: reactants, conditions, products, and yield Starting materials: C1CC2CC1C3C2C4CC3C=C4 (Tetracyclododecene). Solvent: C1(=CC=CC=C1)C (toluene). The product is C12C=CC(CC1)C2 (norbornene), C1C=CC2C1C3CC2C=C3 (dicyclopentadiene). RXN SMILES: [CH2:1]1[CH:5]2[CH:6]3[CH:10]4C=C[CH:8]([CH2:9]4)[CH:7]3[CH:3]([CH2:4]2)[CH2:2]1>C1(C)C=CC=CC=1>[CH:3]12[CH2:4][CH:5]([CH2:6][CH2:7]1)[CH:1]=[CH:2]2.[CH2:8]1[CH:7]2[CH:3]3[CH:2]=[CH:1][CH:5]([CH:6]2[CH:10]=[CH:9]1)[CH2:4]3. Procedure: Tetracyclododecene (20 g) containing 35,000 ppm of the compound having a molecular weight of 188 obtained in Example 2, norbornene (2.5 g), dicyclopentadiene (2.5 g) and toluene (200 ml) were introduced into an entirely dried autoclave of 500 ml. Triethylaluminum (3 mmol) was added to the above mixture, and further, tetrachlorotitanium (0.7 mmol) and triethylamine (7 mmol) were added to carry out a ring opening polymerization at 30° C. for 6 hours. Starting materials: O=C1OC(=O)C2=C1CCCC2, CC(=O)O, Nc1cccc(O)c1. The product is O=C1C2=C(CCCC2)C(=O)N1c1cccc(O)c1. As a reaction SMILES: [C:1]1(=[O:11])[C:2]2=[C:3]([C:4](=[O:5])[O:6]1)[CH2:7][CH2:8][CH2:9][CH2:10]2.[CH3:20][C:21](=[O:22])[OH:23].[NH2:12][c:13]1[cH:14][cH:15][cH:16][c:17]([OH:18])[cH:19]1>>[C:1]1(=[O:11])[C:2]2=[C:3]([C:4](=[O:6])[N:12]1[c:13]1[cH:14][cH:15][cH:16][c:17]([OH:18])[cH:19]1)[CH2:7][CH2:8][CH2:9][CH2:10]2. The reactants are CC(CCC(C)C)(C)C1=CC=C(C=C1)C#C (4-(1,1,4-trimethylpentyl)phenylethyne), CC(CCC(C)C)(C)C1=CC=C(C=C1)C#C (4-(1,1,4-trimethylpentyl)phenylethyne), O=C(CCC(C)C)C1=CC=C(C=C1)Br (4-(1-oxo-4-methyl-pentyl)bromobenzene), O=C(CCC(C)C)C1=CC=C(C=C1)Br (4-(1-oxo-4-methyl-pentyl)bromobenzene), C[Al](C)C (trimethylaluminum). The solvent is CCCCCC (hexane). Product: CC(CCC(C)C)(C)C1=CC=C(C=C1)Br (4-(1,1,4-trimethylpentyl)bromobenzene). As a reaction SMILES: [CH3:1][C:2]([C:9]1[CH:14]=[CH:13][C:12](C#C)=[CH:11][CH:10]=1)([CH3:8])[CH2:3][CH2:4][CH:5]([CH3:7])[CH3:6].O=C(C1C=CC([Br:30])=CC=1)CCC(C)C.C[Al](C)C>CCCCCC>[CH3:1][C:2]([C:9]1[CH:14]=[CH:13][C:12]([Br:30])=[CH:11][CH:10]=1)([CH3:8])[CH2:3][CH2:4][CH:5]([CH3:7])[CH3:6]. Reported procedure: Reaction Scheme 6 discloses specific synthetic steps leading to 4-(1,1,4-trimethylpentyl)phenylethyne (Compound 32). In this synthetic route 4-(1-oxo-4-methyl-pentyl)bromobenzene (Compound 29, obtained as shown in Reaction Scheme 5) is reacted under a nitrogen atmosphere with trimethylaluminum in hexane to yield 4-(1,1,4-trimethylpentyl)bromobenzene (Compound 33). The bromobenzene derivative 33 is converted through the corresponding trimethylsilylethyne derivative 34 into the target intermediate... Reaction conditions: time 8 hour. The reactants are OC1=C2N=CC=NC2=C(C=C1)O (5,8-dihydroxyquinoxaline), 2B, FC=1C=C(N)C=CC1 (3-fluoroaniline). Reaction SMILES: [OH:1][C:2]1[CH:11]=[CH:10][C:9]([OH:12])=[C:8]2[C:3]=1[N:4]=[CH:5][CH:6]=[N:7]2.[F:13][C:14]1[CH:15]=[C:16]([CH:18]=[CH:19][CH:20]=1)[NH2:17]>[Ag-]=O.C(O)C>[F:13][C:14]1[CH:15]=[C:16]([CH:18]=[CH:19][CH:20]=1)[NH:17][C:10]1[C:9](=[O:12])[C:8]2[N:7]=[CH:6][CH:5]=[N:4][C:3]=2[C:2](=[O:1])[CH:11]=1. Product: FC=1C=C(NC=2C(C=3N=CC=NC3C(C2)=O)=O)C=CC1 (6-(3-fluoroanilino)-5,8-quinoxalinedione). Solvent: C(C)O (ethanol). Reported procedure: Approximately one gram of 5,8-dihydroxyquinoxaline was dissolved in 100 ml. of 2B ethanol. To the solution were added about 5 g. of freshly prepared silver (I) oxide and about 3 g. of 3-fluoroaniline. The reaction was stirred overnight at room temperature and worked up in the same manner as described in Example 3. Crystallization from ethyl acetate gave about 500 mg. of the title compound. Reagents/catalysts: [Ag-]=O (silver (I) oxide). Starting materials: C(C)(=O)O[BH-](OC(C)=O)OC(C)=O.[Na+] (sodium triacetoxyborohydride), O=C1CN(C1)C(=O)OCC1=CC=CC=C1 (benzyl 3-oxoazetidine-1-carboxylate), CN1CCNCC1 (1-methylpiperazine), C(C)(=O)O (acetic acid). Run in ClCCCl (1,2-dichloroethane), O (water). Run at time 8 hour. The product is CN1CCN(CC1)C1CN(C1)C(=O)OCC1=CC=CC=C1 (benzyl 3-(4-methylpiperazin-1-yl)azetidine-1-carboxylate). Isolated yield 100.2%. As a reaction SMILES: O=[C:2]1[CH2:5][N:4]([C:6]([O:8][CH2:9][C:10]2[CH:15]=[CH:14][CH:13]=[CH:12][CH:11]=2)=[O:7])[CH2:3]1.[CH3:16][N:17]1[CH2:22][CH2:21][NH:20][CH2:19][CH2:18]1.C(O)(=O)C.C(O[BH-](OC(=O)C)OC(=O)C)(=O)C.[Na+]>ClCCCl.O>[CH3:16][N:17]1[CH2:22][CH2:21][N:20]([CH:2]2[CH2:5][N:4]([C:6]([O:8][CH2:9][C:10]3[CH:15]=[CH:14][CH:13]=[CH:12][CH:11]=3)=[O:7])[CH2:3]2)[CH2:19][CH2:18]1 |f:3.4|. Procedure: A mixture of benzyl 3-oxoazetidine-1-carboxylate (1.026 g, 5 mmol), 1-methylpiperazine (0.833 mL, 7.50 mmol) and acetic acid (0.429 mL, 7.50 mmol) in 1,2-dichloroethane (5 mL) was stirred at room temperature for 3 h. sodium triacetoxyborohydride (2.119 g, 10.00 mmol) was added and the reaction mixture was stirred at room temperature overnight. A small amount of water was added to the reaction mixture and the reaction mixture was directly loaded onto a 120 g ISCO column and eluted with 1-12% 2N a...